Dataset: the Open Reaction Database (ORD), a public repository of structured organic reaction records. Task: describe an organic reaction: reactants, conditions, products, and yield Starting materials: CS(=O)(=O)Cl (methanesulfonyl chloride), COC=1C=C2C=CC(=CC2=CC1)C=1N=C(NC1C1=CC=NC=C1)C(CN)(C)C (2-(4-(6-methoxy-napthalen-2-yl)-5-pyridin-4-yl-1H-imidazol-2-yl)-2-methyl-propylamine), O1CCCC1 (tetrahydrofuran), CCN(C(C)C)C(C)C (Hunig's base). Solvent: O (water), ClCCl (dichloromethane). Run at time 8 hour. Yields the product COC=1C=C2C=CC(=CC2=CC1)C=1N=C(NC1C1=CC=NC=C1)C(CCS(=O)(=O)N)(C)C ((2-(4-(6-methoxy-napthalen-2-yl)-5-pyridin-4-yl-1H-imidazol-2-yl)-2-methyl-propyl)-methanesulfonamide). Yield: 44.4%. Reaction SMILES: [CH3:1][O:2][C:3]1[CH:4]=[C:5]2[C:10](=[CH:11][CH:12]=1)[CH:9]=[C:8]([C:13]1[N:14]=[C:15]([C:24]([CH3:28])([CH3:27])[CH2:25]N)[NH:16][C:17]=1[C:18]1[CH:23]=[CH:22][N:21]=[CH:20][CH:19]=1)[CH:7]=[CH:6]2.O1CCCC1.CC[N:36](C(C)C)C(C)C.[CH3:43][S:44](Cl)(=[O:46])=[O:45]>O.ClCCl>[CH3:1][O:2][C:3]1[CH:4]=[C:5]2[C:10](=[CH:11][CH:12]=1)[CH:9]=[C:8]([C:13]1[N:14]=[C:15]([C:24]([CH3:27])([CH3:28])[CH2:25][CH2:43][S:44]([NH2:36])(=[O:46])=[O:45])[NH:16][C:17]=1[C:18]1[CH:23]=[CH:22][N:21]=[CH:20][CH:19]=1)[CH:7]=[CH:6]2. Procedure: A solution of the product of Example 2 (15 mg, 0.04 mmol) in a 1:1 mixture of tetrahydrofuran and dichloromethane (2 mL) containing Hunig's base (9 μL, 0.05 mmol) was treated with methanesulfonyl chloride (4 μL, 0.05 mmol) and stirred at room temperature for 8 hours. The mixture was diluted with water and extracted with dichloromethane. The aqueous layer was separated and extracted with additional dichloromethane, the organic layers were combined, dried over anhydrous magnesium sulphate, filtere... Starting materials: product, [H-].[H-].[H-].[H-].[Li+].[Al+3] (LAH), C1CCOC1 (THF), C1=C2C=C3C(NC4=C(CN3C2=CC=C1)C=CC=C4)=O (6H-indolo[2,1-c][1,4]benzodiazepin-12(11H)-one), [OH-].[Na+] (NaOH). Run in O (water), O (water). The product is C1=C2C=C3CNC4=C(CN3C2=CC=C1)C=CC=C4 (11,12-Dihydro-6H-indolo[2,1-c][1,4]benzodiazepine). Yield: 97.6%. RXN SMILES: [CH:1]1[CH:14]=[CH:13][CH:12]=[C:11]2[C:2]=1[CH:3]=[C:4]1[N:10]2[CH2:9][C:8]2[CH:15]=[CH:16][CH:17]=[CH:18][C:7]=2[NH:6][C:5]1=O.[H-].[H-].[H-].[H-].[Li+].[Al+3].C1COCC1.[OH-].[Na+]>O>[CH:1]1[CH:14]=[CH:13][CH:12]=[C:11]2[C:2]=1[CH:3]=[C:4]1[N:10]2[CH2:9][C:8]2[CH:15]=[CH:16][CH:17]=[CH:18][C:7]=2[NH:6][CH2:5]1 |f:1.2.3.4.5.6,8.9|. Procedure: A mixture of 7.1 g (0.0286 mole) of 6H-indolo[2,1-c][1,4]benzodiazepin-12(11H)-one, the product of Example 1, 2.17 g (0.057 mole) of LAH and 100 ml of THF was refluxed for 5 hours under a nitrogen atmosphere. The reaction mixture was cooled to room temperature followed by the addition of 2.1 ml of water, 2.1 ml of 15% NaOH solution and 6.3 ml of water. The white solid obtained after 0.5 hour was filtered to give a light yellow filtrate which was concentrated in vacuo to give 6.54 g of off-white ... Starting materials: COc1ccc(-c2cnc(SC)n(Cc3ccccc3)c2=O)cc1F, C1COCCO1, Cl, Nc1ccc(F)cc1. Yields the product COc1ccc(-c2cnc(Nc3ccc(F)cc3)n(Cc3ccccc3)c2=O)cc1F. Reaction SMILES: [CH2:1]([c:2]1[cH:3][cH:4][cH:5][cH:6][cH:7]1)[n:8]1[c:9]([S:24][CH3:25])[n:10][cH:11][c:12](-[c:15]2[cH:16][c:17]([F:23])[c:18]([O:21][CH3:22])[cH:19][cH:20]2)[c:13]1=[O:14].[CH2:35]1[O:36][CH2:37][CH2:38][O:39][CH2:40]1.[ClH:34].[NH2:26][c:27]1[cH:28][cH:29][c:30]([F:31])[cH:32][cH:33]1>>[CH2:1]([c:2]1[cH:3][cH:4][cH:5][cH:6][cH:7]1)[n:8]1[c:9]([NH:26][c:27]2[cH:28][cH:29][c:30]([F:31])[cH:32][cH:33]2)[n:10][cH:11][c:12](-[c:15]2[cH:16][c:17]([F:23])[c:18]([O:21][CH3:22])[cH:19][cH:20]2)[c:13]1=[O:14]. Yield: 101.3%. Yields the product N1(N=CC=C1)OCCCC1=C2C(C(=O)NC2=O)=CC=C1 (3-(Pyrazol-1-yloxy)-propylphthalimide). Solvent: C=1(C(=CC=CC1)C)C (xylene). Reported procedure: 26 g of 1-hydroxypyrazole are added to a suspension of 10 g of sodium hydride (80 percent strength in oil) in 500 ml of xylene. The mixture is stirred for 1 hour, after which 84 g of 3-bromopropylphthalimide are added and the mixture is refluxed for 2 hours. After cooling, the mixture is filtered, the filtrate is evaporated down, the crystalline residue is suspended in diethyl ether and the product is filtered off under suction. 85 g of the title compound of melting point 116°-118° C. are obtain... Reactants: ON1N=CC=C1 (1-hydroxypyrazole), [H-].[Na+] (sodium hydride), BrCCCC1=C2C(C(=O)NC2=O)=CC=C1 (3-bromopropylphthalimide). Run at time 1 hour. Reaction SMILES: [OH:1][N:2]1[CH:6]=[CH:5][CH:4]=[N:3]1.[H-].[Na+].Br[CH2:10][CH2:11][CH2:12][C:13]1[CH:23]=[CH:22][CH:21]=[C:15]2[C:16]([NH:18][C:19](=[O:20])[C:14]=12)=[O:17]>C1(C)C(C)=CC=CC=1>[N:2]1([O:1][CH2:10][CH2:11][CH2:12][C:13]2[CH:23]=[CH:22][CH:21]=[C:15]3[C:16]([NH:18][C:19](=[O:20])[C:14]=23)=[O:17])[CH:6]=[CH:5][CH:4]=[N:3]1 |f:1.2|. Reactants: C=1C=CC=2C(C1)=C3NC2N=C4C=5C=CC=CC5C(=N4)N=C6C=7C=CC=CC7C(N6)=NC=8C=9C=CC=CC9C(=N3)N8.CO (phthalocyanine methanol), OO (hydrogen peroxide). Solvent: ClC1=CC=CC=C1 (chlorobenzene). Yields the product C=1C=CC=2C(C1)=C3NC2N=C4C=5C=CC=CC5C(=N4)N=C6C=7C=CC=CC7C(N6)=NC=8C=9C=CC=CC9C(=N3)N8 (phthalocyanine). Yield: 98.3%. RXN SMILES: [CH:1]1[CH:2]=[CH:3][C:4]2[C:5](=[C:7]3[N:39]=[C:38]4[N:40]=[C:31]([C:32]5[CH:33]=[CH:34][CH:35]=[CH:36][C:37]=54)[N:30]=[C:28]4[NH:29][C:21]([C:22]5[CH:23]=[CH:24][CH:25]=[CH:26][C:27]=54)=[N:20][C:18]4=[N:19][C:11]([C:12]5[CH:13]=[CH:14][CH:15]=[CH:16][C:17]=54)=[N:10][C:9]=2[NH:8]3)[CH:6]=1.CO.OO>ClC1C=CC=CC=1>[CH:2]1[CH:1]=[CH:6][C:5]2[C:4](=[C:9]3[N:10]=[C:11]4[N:19]=[C:18]([C:17]5[CH:16]=[CH:15][CH:14]=[CH:13][C:12]=54)[N:20]=[C:21]4[NH:29][C:28]([C:27]5[CH:26]=[CH:25][CH:24]=[CH:23][C:22]=54)=[N:30][C:31]4=[N:40][C:38]([C:37]5[CH:36]=[CH:35][CH:34]=[CH:33][C:32]=54)=[N:39][C:7]=2[NH:8]3)[CH:3]=1 |f:0.1|. Procedure: 20 g of the low crystalline titanyl phthalocyanine methanol is gradually added after 300 g of chlorobenzene and 30 g of 10% hydrogen peroxide solution is added in the reactor container with divided chambers, followed by mechanically stirring and then refrigerated remaining at −10° C. in one chamber. Next, the solution is successively stirred for 6 hrs and filtered for washing by chlorobenzene and water once respectively. Finally, the titanyl phthalocyanine product is dried at 70° C. under vacuum... Starting materials: ClC1=CC=C(C=C1)C1(CCN(CC1)CCC=C1CC2=C(OC3=NC=CC=C31)C=CC=C2O)O (4-(4-Chlorophenyl)-1-[3-(5,11-dihydro-7-hydroxy [1]benzoxepino[2,3-b]pyridin-5-ylidene)propyl]piperidin-4-ol), ClC=1C=C2COC3(CCN(CC3)CCC=C3CC4=C(OC5=NC=CC=C53)C=CC=C4O)C2=CC1 (5-Chloro-1′-[3-(5,11-dihydro-7-hydroxy[1]benzoxepino[2,3-b]pyridin-5-ylidene)propyl]spiro[isobenzofuran-1(3H), 4′-piperidine]). Yields the product ClC=1C=C2COC3(CCN(CC3)CCC=C3CC4=C(OC5=NC=CC=C53)C=CC=C4OCCOC)C2=CC1 (5-Chloro-1′-[3-(5,11-dihydro-7-(2-methoxyethyl)oxy[1]benzoxepino[2,3-b]pyridin-5-ylidene)propyl]spiro[isobenzofuran-1(3H), 4′-piperidine]). As a reaction SMILES: ClC1C=CC(C2(O)CCN(CCC=C3C4[C:22](=NC=CC=4)[O:21][C:20]4C=CC=C(O)[C:19]=4C3)CC2)=CC=1.[Cl:34][C:35]1[CH:36]=[C:37]2[C:65](=[CH:66][CH:67]=1)[C:40]1([CH2:45][CH2:44][N:43]([CH2:46][CH2:47][CH:48]=[C:49]3[C:59]4[C:54](=[N:55][CH:56]=[CH:57][CH:58]=4)[O:53][C:52]4[CH:60]=[CH:61][CH:62]=[C:63]([OH:64])[C:51]=4[CH2:50]3)[CH2:42][CH2:41]1)[O:39][CH2:38]2>>[Cl:34][C:35]1[CH:36]=[C:37]2[C:65](=[CH:66][CH:67]=1)[C:40]1([CH2:41][CH2:42][N:43]([CH2:46][CH2:47][CH:48]=[C:49]3[C:59]4[C:54](=[N:55][CH:56]=[CH:57][CH:58]=4)[O:53][C:52]4[CH:60]=[CH:61][CH:62]=[C:63]([O:64][CH2:19][CH2:20][O:21][CH3:22])[C:51]=4[CH2:50]3)[CH2:44][CH2:45]1)[O:39][CH2:38]2. Procedure details: The titled compound was prepared by following the procedure of example 175, but replacing the product of example 44 with the product of example 196.